From a dataset of the Open Reaction Database (ORD), a public repository of structured organic reaction records. describe an organic reaction: reactants, conditions, products, and yield The reactants are [Li+].[OH-] (LiOH), ClC1=CC=C(CN2CC(C(=O)OCC)CCC2)C=C1 (ethyl 1-(4-chlorobenzyl)nipecotate). Solvent: O (H2O), C1CCOC1 (THF), CO (CH3OH). Conditions: time 15 hour. Product: ClC1=CC=C(CN2CC(C(=O)O)CCC2)C=C1 (1-(4-chlorobenzyl)nipecotic acid). Yield: 98.2%. Reaction SMILES: [Li+].[OH-].[Cl:3][C:4]1[CH:21]=[CH:20][C:7]([CH2:8][N:9]2[CH2:19][CH2:18][CH2:17][CH:11]([C:12]([O:14]CC)=[O:13])[CH2:10]2)=[CH:6][CH:5]=1>O.C1COCC1.CO>[Cl:3][C:4]1[CH:5]=[CH:6][C:7]([CH2:8][N:9]2[CH2:19][CH2:18][CH2:17][CH:11]([C:12]([OH:14])=[O:13])[CH2:10]2)=[CH:20][CH:21]=1 |f:0.1|. Procedure: A solution of LiOH (1.66 g) in H2O (25 mL) was added to the solution of ethyl 1-(4-chlorobenzyl)nipecotate in THF (60 mL) and CH3OH (20 mL). The reaction mixture was stirred at room temperature for 15 h. The solvent was removed under reduced pressure to afford an amorphous solid which was purified by column chromatography (SiO2, 50% CH3OH—CH2Cl2) to yield 1-(4-chlorobenzyl)nipecotic acid (9.75 g, 98.2%) as a pale yellow amorphous solid. The purity was determined by RPLC/MS (>95%); ESI/MS m/e 254...